Dataset: the Open Reaction Database (ORD), a public repository of structured organic reaction records. Task: describe an organic reaction: reactants, conditions, products, and yield The reactants are C1COCCN1, CC#N, N#Cc1cccc(F)c1. Yields the product N#Cc1cccc(N2CCOCC2)c1. Reaction SMILES: [CH2:10]1[CH2:11][O:12][CH2:13][CH2:14][NH:15]1.[CH3:16][C:17]#[N:18].[F:1][c:2]1[cH:3][c:4]([C:5]#[N:6])[cH:7][cH:8][cH:9]1>>[c:2]1([N:15]2[CH2:10][CH2:11][O:12][CH2:13][CH2:14]2)[cH:3][c:4]([C:5]#[N:6])[cH:7][cH:8][cH:9]1. Starting materials: N(=[N+]=[N-])C1=NC(=NC(=C1CCC)CN1C(=NC=C1)C1=NC(=CC=C1)F)C (4-azido-6-[2-(6-fluoro-pyridin-2-yl)-imidazol-1-ylmethyl]-2-methyl-5-propyl-pyrimidine). The reagents and catalysts are [Pd] (Pd/C). The solvent is CO (MeOH). Reaction conditions: time 4 hour. The product is NC1=NC(=NC(=C1CCC)CN1C(=NC=C1)C1=NC(=CC=C1)F)C (4-amino-6-[2-(6-fluoro-pyridin-2-yl)-imidazol-1-ylmethyl]-2-methyl-5-propyl-pyrimidine). As a reaction SMILES: [N:1]([C:4]1[C:9]([CH2:10][CH2:11][CH3:12])=[C:8]([CH2:13][N:14]2[CH:18]=[CH:17][N:16]=[C:15]2[C:19]2[CH:24]=[CH:23][CH:22]=[C:21]([F:25])[N:20]=2)[N:7]=[C:6]([CH3:26])[N:5]=1)=[N+]=[N-]>CO.[Pd]>[NH2:1][C:4]1[C:9]([CH2:10][CH2:11][CH3:12])=[C:8]([CH2:13][N:14]2[CH:18]=[CH:17][N:16]=[C:15]2[C:19]2[CH:24]=[CH:23][CH:22]=[C:21]([F:25])[N:20]=2)[N:7]=[C:6]([CH3:26])[N:5]=1. Reported procedure: Pd/C (10%, 10 mg) is added to a solution of 4-azido-6-[2-(6-fluoro-pyridin-2-yl)-imidazol-1-ylmethyl]-2-methyl-5-propyl-pyrimidine (2 mmol) (125) in MeOH (20 ml) and the mixture is stirred under H2 at 30 psi for 4 hours. The catalyst is filtered out and the filtrate is evaporated in vacuo. The resulting light yellow solid (126) is used in the next step without further purification. Product: P(OC(C)(C)C)(OC(C)(C)C)OCCN(CCC)CCCOC1=CC=C2C(=NC=NC2=C1)NC=1C=NN(C1)CC(=O)NC1=CC(=CC=C1)F (di-tert-butyl 2-[[3-({4-[(1-{2-[(3-fluorophenyl)amino]-2-oxoethyl}-1H-pyrazol-4-yl)amino]quinazolin-7-yl}oxy)propyl](propyl)amino]ethyl phosphite). Conditions: time 1 hour. Reactants: OO (Hydrogen peroxide), C(C)N(P(OC(C)(C)C)OC(C)(C)C)CC (Di-tert-butyl diethylphosphoramidite), FC=1C=C(C=CC1)NC(CN1N=CC(=C1)NC1=NC=NC2=CC(=CC=C12)OCCCN(CCC)CCO)=O (N-(3-fluorophenyl)-2-{4-[(7-{3-[(2 hydroxyethyl)(propyl)amino]propoxy}quinazolin-4-yl)amino]-1H-pyrazol-1-yl}acetamide), N1N=NN=C1 (tetrazole), OO (hydrogen peroxide), C(O)([O-])=O.[K+] (potassium hydrogen carbonate), S(=O)(=O)([O-])S(=O)[O-].[Na+].[Na+] (sodium metabisulphite). Procedure details: Di-tert-butyl diethylphosphoramidite (747 mg, 3 mmol) was added slowly to a solution of N-(3-fluorophenyl)-2-{4-[(7-{3-[(2 hydroxyethyl)(propyl)amino]propoxy}quinazolin-4-yl)amino]-1H-pyrazol-1-yl}acetamide (390 mg, 0.75 mmol) and tetrazole (158 mg, 2.25 mmol) in dimethylacetamide (4 ml) under nitrogen. The mixture was stirred at ambient temperature for 1 hour. Hydrogen peroxide (383 μl, 3.38 mmol, 30% aqueous solution) was added slowly at 0° C. and the reaction mixture stirred for 1.5 hours at ... RXN SMILES: C(N(CC)[P:4]([O:10][C:11]([CH3:14])([CH3:13])[CH3:12])[O:5][C:6]([CH3:9])([CH3:8])[CH3:7])C.[F:17][C:18]1[CH:19]=[C:20]([NH:24][C:25](=[O:54])[CH2:26][N:27]2[CH:31]=[C:30]([NH:32][C:33]3[C:42]4[C:37](=[CH:38][C:39]([O:43][CH2:44][CH2:45][CH2:46][N:47]([CH2:51][CH2:52][OH:53])[CH2:48][CH2:49][CH3:50])=[CH:40][CH:41]=4)[N:36]=[CH:35][N:34]=3)[CH:29]=[N:28]2)[CH:21]=[CH:22][CH:23]=1.N1C=NN=N1.OO.S(S([O-])=O)([O-])(=O)=O.[Na+].[Na+].C(=O)([O-])O.[K+]>CC(N(C)C)=O.O>[P:4]([O:53][CH2:52][CH2:51][N:47]([CH2:46][CH2:45][CH2:44][O:43][C:39]1[CH:38]=[C:37]2[C:42]([C:33]([NH:32][C:30]3[CH:29]=[N:28][N:27]([CH2:26][C:25]([NH:24][C:20]4[CH:21]=[CH:22][CH:23]=[C:18]([F:17])[CH:19]=4)=[O:54])[CH:31]=3)=[N:34][CH:35]=[N:36]2)=[CH:41][CH:40]=1)[CH2:48][CH2:49][CH3:50])([O:5][C:6]([CH3:7])([CH3:8])[CH3:9])[O:10][C:11]([CH3:12])([CH3:13])[CH3:14] |f:4.5.6,7.8|. Run in O (water), CC(=O)N(C)C (dimethylacetamide). The reactants are COCCOC, COc1cc(I)ccc1C(C)=O, [Na+], [Na+], O=C([O-])[O-], O, c1ccc(P(c2ccccc2)(c2ccccc2)[Pd](P(c2ccccc2)(c2ccccc2)c2ccccc2)(P(c2ccccc2)(c2ccccc2)c2ccccc2)P(c2ccccc2)(c2ccccc2)c2ccccc2)cc1, OB(O)c1cccs1. Product: COc1cc(-c2cccs2)ccc1C(C)=O. Reaction SMILES: [CH3:28][O:29][CH2:30][CH2:31][O:32][CH3:33].[I:1][c:2]1[cH:3][c:4]([O:11][CH3:12])[c:5]([C:8]([CH3:9])=[O:10])[cH:6][cH:7]1.[Na+:21].[Na+:22].[O-:23][C:24](=[O:25])[O-:26].[OH2:27].[cH:34]1[cH:35][cH:36][c:37]([P:38]([Pd:39]([P:40]([c:41]2[cH:42][cH:43][cH:44][cH:45][cH:46]2)([c:47]2[cH:48][cH:49][cH:50][cH:51][cH:52]2)[c:53]2[cH:54][cH:55][cH:56][cH:57][cH:58]2)([P:59]([c:60]2[cH:61][cH:62][cH:63][cH:64][cH:65]2)([c:66]2[cH:67][cH:68][cH:69][cH:70][cH:71]2)[c:72]2[cH:73][cH:74][cH:75][cH:76][cH:77]2)[P:78]([c:79]2[cH:80][cH:81][cH:82][cH:83][cH:84]2)([c:85]2[cH:86][cH:87][cH:88][cH:89][cH:90]2)[c:91]2[cH:92][cH:93][cH:94][cH:95][cH:96]2)([c:97]2[cH:98][cH:99][cH:100][cH:101][cH:102]2)[c:103]2[cH:104][cH:105][cH:106][cH:107][cH:108]2)[cH:109][cH:110]1.[s:13]1[c:14]([B:18]([OH:19])[OH:20])[cH:15][cH:16][cH:17]1>>[c:2]1(-[c:14]2[s:13][cH:17][cH:16][cH:15]2)[cH:3][c:4]([O:11][CH3:12])[c:5]([C:8]([CH3:9])=[O:10])[cH:6][cH:7]1. Reactants: ClC1=CC=C(C=C1)C1OCC(O1)COC1=CC=C(C=C1)SC(CC)C (2-(4-chlorophenyl)-4-[4-(1-methylpropylthio)phenoxymethyl]-1,3-dioxolane), [O-]I(=O)(=O)=O.[Na+] (sodium m-periodate). Run in CO (methanol), O (water), O (water). Reaction conditions: time 3 hour. The product is ClC1=CC=C(C=C1)C1OCC(O1)COC1=CC=C(C=C1)S(=O)C(CC)C (2-(4-chlorophenyl)-4-[4-(1-methylpropylsulfinyl)phenoxymethyl]-1,3-dioxolane). Reaction SMILES: [Cl:1][C:2]1[CH:7]=[CH:6][C:5]([CH:8]2[O:12][CH:11]([CH2:13][O:14][C:15]3[CH:20]=[CH:19][C:18]([S:21][CH:22]([CH3:25])[CH2:23][CH3:24])=[CH:17][CH:16]=3)[CH2:10][O:9]2)=[CH:4][CH:3]=1.[O-:26]I(=O)(=O)=O.[Na+]>CO.O>[Cl:1][C:2]1[CH:7]=[CH:6][C:5]([CH:8]2[O:12][CH:11]([CH2:13][O:14][C:15]3[CH:20]=[CH:19][C:18]([S:21]([CH:22]([CH3:25])[CH2:23][CH3:24])=[O:26])=[CH:17][CH:16]=3)[CH2:10][O:9]2)=[CH:4][CH:3]=1 |f:1.2|. Procedure: To a solution of 2-(4-chlorophenyl)-4-[4-(1-methylpropylthio)phenoxymethyl]-1,3-dioxolane (7.1 mmol) in 10 ml of methanol at 0° is added, dropwise over 5 min., sodium m-periodate (1.67 g, 7.8 mmol) in 13 ml of water. The mixture is stirred for 3 hours while warming to RT. The reaction mixture is poured into water and extracted with ether. The combined organic extracts are washed with saturated sodium thiosulfate, with water and with brine, dried and rotoevaporated to give 2-(4-chlorophenyl)-4-[4... Reactants: CO, CON=C(C(=O)O)c1csnn1, Cl, [H][H], O. Yields the product Cl, NC(C(=O)O)c1csnn1. As a reaction SMILES: [CH3:16][OH:17].[CH3:1][O:2][N:3]=[C:4]([C:5](=[O:6])[OH:7])[c:8]1[n:9][n:10][s:11][cH:12]1.[ClH:13].[H:14][H:15].[OH2:18]>>[ClH:13].[NH2:3][CH:4]([C:5](=[O:6])[OH:7])[c:8]1[n:9][n:10][s:11][cH:12]1. Starting materials: ClCc1nc(-c2ccc3c(c2)OCO3)c2cc3c(cc2n1)OCO3, [K+], [K+], O=C([O-])[O-], CN(C)C=O, Cn1ccnc1S. The product is Cn1ccnc1SCc1nc(-c2ccc3c(c2)OCO3)c2cc3c(cc2n1)OCO3. Reaction SMILES: [Cl:1][CH2:2][c:3]1[n:4][c:5]2[cH:6][c:7]3[c:8]([cH:9][c:10]2[c:11](-[c:13]2[cH:14][c:15]4[c:16]([cH:17][cH:18]2)[O:19][CH2:20][O:21]4)[n:12]1)[O:22][CH2:23][O:24]3.[K+:32].[K+:33].[O-:34][C:35]([O-:36])=[O:37].[O:38]=[CH:39][N:40]([CH3:41])[CH3:42].[SH:25][c:26]1[n:27]([CH3:31])[cH:28][cH:29][n:30]1>>[CH2:2]([c:3]1[n:4][c:5]2[cH:6][c:7]3[c:8]([cH:9][c:10]2[c:11](-[c:13]2[cH:14][c:15]4[c:16]([cH:17][cH:18]2)[O:19][CH2:20][O:21]4)[n:12]1)[O:22][CH2:23][O:24]3)[S:25][c:26]1[n:27]([CH3:31])[cH:28][cH:29][n:30]1. Reactants: [Br-], COc1cc(C=O)cc(OC)c1Br, CC[Mg+], C1CCOC1. Product: CCC(O)c1cc(OC)c(Br)c(OC)c1. As a reaction SMILES: [Br-:14].[Br:1][c:2]1[c:3]([O:12][CH3:13])[cH:4][c:5]([CH:6]=[O:7])[cH:8][c:9]1[O:10][CH3:11].[CH2:15]([CH3:16])[Mg+:17].[CH2:18]1[O:19][CH2:20][CH2:21][CH2:22]1>>[Br:1][c:2]1[c:3]([O:12][CH3:13])[cH:4][c:5]([CH:6]([OH:7])[CH2:15][CH3:16])[cH:8][c:9]1[O:10][CH3:11]. Starting materials: C(C)(=O)NC1=CC(=C(OCCCN2CCN(CC2)C2=CC=CC=C2)C=C1)OC (1-[3-(4- acetamido-2- methoxyphenoxy)-n-propyl]-4-phenyl-piperazine), [H-].[Na+] (sodium hydride), CC(=CCBr)C (3-methyl-2- butenyl bromide). The solvent is CN(C=O)C (dimethylformamide). The product is C(C)(=O)N(CC=C(C)C)C1=CC(=C(OCCCN2CCN(CC2)C2=CC=CC=C2)C=C1)OC (1-{3-[4-(N-acetyl-N-(3-methyl-2-butenyl)-amino)-2-methoxyphenoxy]-n-propyl}-4-phenyl-piperazine). Isolated yield 75.6%. RXN SMILES: [C:1]([NH:4][C:5]1[CH:26]=[CH:25][C:8]([O:9][CH2:10][CH2:11][CH2:12][N:13]2[CH2:18][CH2:17][N:16]([C:19]3[CH:24]=[CH:23][CH:22]=[CH:21][CH:20]=3)[CH2:15][CH2:14]2)=[C:7]([O:27][CH3:28])[CH:6]=1)(=[O:3])[CH3:2].[H-].[Na+].[CH3:31][C:32]([CH3:36])=[CH:33][CH2:34]Br>CN(C)C=O>[C:1]([N:4]([C:5]1[CH:26]=[CH:25][C:8]([O:9][CH2:10][CH2:11][CH2:12][N:13]2[CH2:14][CH2:15][N:16]([C:19]3[CH:24]=[CH:23][CH:22]=[CH:21][CH:20]=3)[CH2:17][CH2:18]2)=[C:7]([O:27][CH3:28])[CH:6]=1)[CH2:34][CH:33]=[C:32]([CH3:36])[CH3:31])(=[O:3])[CH3:2] |f:1.2|. Reported procedure: 2 g of 1-[3-(4- acetamido-2- methoxyphenoxy)-n-propyl]-4-phenyl-piperazine, 232 mg of 65% sodium hydride, 940 mg of 3-methyl-2- butenyl bromide and 60 ml of anhydrous dimethylformamide are treated in the same manner as described in Example 13. 1.78 g of 1-{3-[4-(N-acetyl-N-(3-methyl-2-butenyl)-amino)-2-methoxyphenoxy]-n-propyl}-4-phenyl-piperazine are thereby obtained as a pale yellow oil. Yield: 86.3%